From a dataset of the Open Reaction Database (ORD), a public repository of structured organic reaction records. describe an organic reaction: reactants, conditions, products, and yield Reactants: FC1=C(C=CC=C1)NC(=O)NC (N-(2-fluorophenyl)-N'-methyl urea), CSCCl (chloromethyl methyl sulfide), COCCOC (1,2-dimethoxyethane), COCCOC (1,2-dimethoxyethane), [H-].[Na+] (sodium hydride). The solvent is O (water). Run at time 15 minute. Product: FC1=C(C=CC=C1)N(C(=O)NC)CSC (N-(2-fluorophenyl)-N-methylthiomethyl-N'-methyl urea). As a reaction SMILES: [F:1][C:2]1[CH:7]=[CH:6][CH:5]=[CH:4][C:3]=1[NH:8][C:9]([NH:11][CH3:12])=[O:10].COCCOC.[H-].[Na+].[CH3:21][S:22][CH2:23]Cl>O>[F:1][C:2]1[CH:7]=[CH:6][CH:5]=[CH:4][C:3]=1[N:8]([CH2:21][S:22][CH3:23])[C:9]([NH:11][CH3:12])=[O:10] |f:2.3|. Reported procedure: A solution of 16.8 g. (0.1 mol) of N-(2-fluorophenyl)-N'-methyl urea in 250 ml. of 1,2-dimethoxyethane was cooled to 0°C. Then 4.8 g. (0.1 mol) of a 50% dispersion of sodium hydride in mineral oil was added slowly. After addition was complete, the solution was stirred for 15 minutes. This solution was added slowly to a stirred solution of 9.7 g. (0.1 mol) of chloromethyl methyl sulfide in 100 ml. of 1,2-dimethoxyethane. The resulting mixture was stirred at room temperature for 65 hours. At the e... Starting materials: ClN1C(CCC1=O)=O (1-chloropyrrolidine-2,5-dione), OC[C@@](C)(O)C1=CC=C(C(=O)NC2=CC3=C(C=N2)C=CN3CC)C=C1 ((S)-4-(1,2-dihydroxypropan-2-yl)-N-(1-ethyl-1H-pyrrolo[3,2-c]pyridin-6-yl)benzamide), ClN1C(CCC1=O)=O (1-chloropyrrolidine-2,5-dione). The solvent is CN(C)C=O (DMF). Reaction conditions: temperature 60 celsius. Yields the product ClC1=CN(C2=C1C=NC(=C2)NC(C2=CC=C(C=C2)[C@](CO)(C)O)=O)CC ((S)-N-(3-chloro-1-ethyl-1H-pyrrolo[3,2-c]pyridin-6-yl)-4-(1,2-dihydroxypropan-2-yl)benzamide). Yield: 23.0%. RXN SMILES: [OH:1][CH2:2][C@:3]([C:6]1[CH:25]=[CH:24][C:9]([C:10]([NH:12][C:13]2[N:18]=[CH:17][C:16]3[CH:19]=[CH:20][N:21]([CH2:22][CH3:23])[C:15]=3[CH:14]=2)=[O:11])=[CH:8][CH:7]=1)([OH:5])[CH3:4].[Cl:26]N1C(=O)CCC1=O>CN(C=O)C>[Cl:26][C:19]1[C:16]2[CH:17]=[N:18][C:13]([NH:12][C:10](=[O:11])[C:9]3[CH:24]=[CH:25][C:6]([C@@:3]([OH:5])([CH3:4])[CH2:2][OH:1])=[CH:7][CH:8]=3)=[CH:14][C:15]=2[N:21]([CH2:22][CH3:23])[CH:20]=1. Procedure details: In a 50 mL pear flask was added (S)-4-(1,2-dihydroxypropan-2-yl)-N-(1-ethyl-1H-pyrrolo[3,2-c]pyridin-6-yl)benzamide (92 mg, 0.27 mmol) in DMF (2 ml) to give a solution. At room temperature 1-chloropyrrolidine-2,5-dione (36 mg, 0.27 mmol) was added, and the mixture was heated to 60° C. for 4 hours, at which point the reaction seemed to have stalled. An additional 0.2 equivalence of 1-chloropyrrolidine-2,5-dione was added, and the mixture was heated to 60° C. for another hour. The mixture was then...